This data is from the Open Reaction Database (ORD), a public repository of structured organic reaction records. The task is: describe an organic reaction: reactants, conditions, products, and yield The reactants are C(C1=CC=CC=C1)SC=1NCCN1 (2-benzylthio-4,5-dihydro-1H-imidazole), CC(C)C1CC(CC(C1)=O)=O (5-(1-methylethyl)-1,3-cyclohexanedione). Reagents/catalysts: C1CN2CCN1CC2 (DABCO). The solvent is ClCCl (dichloromethane). Run at time 7.1 hour. Yields the product CC(C)C1CC(C(C(C1)=O)=C1NCCN1)=O (5-(1-Methylethyl)-2-(2-imidazolidinylidene)-1,3-cyclohexanedione). Isolated yield 14.5%. As a reaction SMILES: C(S[C:9]1[NH:10][CH2:11][CH2:12][N:13]=1)C1C=CC=CC=1.[CH3:14][CH:15]([CH:17]1[CH2:22][C:21](=[O:23])[CH2:20][C:19](=[O:24])[CH2:18]1)[CH3:16]>ClCCl.C1N2CCN(CC2)C1>[CH3:16][CH:15]([CH:17]1[CH2:18][C:19](=[O:24])[C:20](=[C:9]2[NH:13][CH2:12][CH2:11][NH:10]2)[C:21](=[O:23])[CH2:22]1)[CH3:14]. Procedure: A mixture of 2-benzylthio-4,5-dihydro-1H-imidazole (15.4 grams, 0.08 mole), 5-(1-methylethyl)-1,3-cyclohexanedione (12.3 grams, 0.08 mole) and 0.11 gram of DABCO is heated at 115°-120° C., with stirring, for a period of 7.1 hours. The cooled residue is dissolved in dichloromethane and the solution extracted with three portions of 3N sodium hydroxide, then with four portions of 3N hydrochloric acid. The organic phase is then dried over magnesium sulfate and evaporated, to give 15.31 grams of crud... The reactants are O=C([O-])[O-], CN(C)C=O, [K+], [K+], O=[N+]([O-])c1ccc(Br)s1, O, Oc1ccccc1. The product is O=[N+]([O-])c1ccc(Oc2ccccc2)s1. Reaction SMILES: [C:17](=[O:18])([O-:19])[O-:20].[CH3:24][N:25]([CH3:26])[CH:27]=[O:28].[K+:21].[K+:22].[N+:1](=[O:2])([O-:3])[c:4]1[s:5][c:6]([Br:9])[cH:7][cH:8]1.[OH2:23].[OH:10][c:11]1[cH:12][cH:13][cH:14][cH:15][cH:16]1>>[N+:1](=[O:2])([O-:3])[c:4]1[s:5][c:6]([O:10][c:11]2[cH:12][cH:13][cH:14][cH:15][cH:16]2)[cH:7][cH:8]1. Starting materials: C(C1=CC=CC=C1)N1C(CCC1=O)C(=O)OC (Methyl 1-benzyl-5-oxo-2-pyrrolidinecarboxylate), COC=1C=CC(=CC1)P2(=S)SP(=S)(S2)C=3C=CC(=CC3)OC (Lawesson's reagent). Solvent: O1CCCC1 (tetrahydrofuran). Conditions: time 8 hour. Yields the product C(C1=CC=CC=C1)N1C(CCC1=S)C(=O)OC (methyl 1-benzyl-5-thioxo-2-pyrrolidinecarboxylate). Reaction SMILES: [CH2:1]([N:8]1[C:12](=O)[CH2:11][CH2:10][CH:9]1[C:14]([O:16][CH3:17])=[O:15])[C:2]1[CH:7]=[CH:6][CH:5]=[CH:4][CH:3]=1.COC1C=CC(P2(SP(C3C=CC(OC)=CC=3)(=S)S2)=[S:27])=CC=1>O1CCCC1>[CH2:1]([N:8]1[C:12](=[S:27])[CH2:11][CH2:10][CH:9]1[C:14]([O:16][CH3:17])=[O:15])[C:2]1[CH:7]=[CH:6][CH:5]=[CH:4][CH:3]=1. Procedure: Methyl 1-benzyl-5-oxo-2-pyrrolidinecarboxylate (18.15 g, 77.8 mmol) and Lawesson's reagent (31.5 g, 77.9 mmol) were combined in dry tetrahydrofuran (100 mL) and stirred overnight at room temperature. The mixture was filtered, the filter cake was rinsed with tetrahydrofuran, and the filtrate was concentrated under reduced pressure. The residue was dissolved in ethyl acetate and washed with saturated sodium bicarbonate solution. The organic phase was concentrated under reduced pressure and the res... The reactants are CC1=C(C(=O)OCOC(=O)C(C)(C)C)C(C)C(C(=O)OCOC(=O)C(C)(C)C)=C(C)N1, CC(C)OC(C)C, O. The product is CC1=C(C(=O)O)C(C)C(C(=O)OCOC(=O)C(C)(C)C)=C(C)N1. RXN SMILES: [CH3:2][C:3]1=[C:8]([C:9](=[O:10])[O:11][CH2:12][O:13][C:14](=[O:15])[C:16]([CH3:17])([CH3:18])[CH3:19])[CH:7]([CH3:20])[C:6]([C:21](=[O:22])[O:23][CH2:24][O:25][C:26]([C:27]([CH3:28])([CH3:29])[CH3:30])=[O:31])=[C:5]([CH3:32])[NH:4]1.[CH:33]([O:34][CH:35]([CH3:36])[CH3:37])([CH3:38])[CH3:39].[OH2:1]>>[CH3:2][C:3]1=[C:8]([C:9](=[O:10])[OH:11])[CH:7]([CH3:20])[C:6]([C:21](=[O:22])[O:23][CH2:24][O:25][C:26]([C:27]([CH3:28])([CH3:29])[CH3:30])=[O:31])=[C:5]([CH3:32])[NH:4]1. Starting materials: CN(C(=O)Cl)C (dimethylcarbamoyl chloride), [H-].[Na+] (sodium hydride), oil, CN(CCCCNC1=NC(=CC(=C1)C)C)C (2-(4-dimethylaminobutylamino)-4,6-dimethylpyridine). Run in C1(=CC=CC=C1)C (toluene), C1(=CC=CC=C1)C (toluene). Run at time 2 hour. Yields the product CN(C(=O)N(C1=NC(=CC(=C1)C)C)CCCCN(C)C)C (N,N-Dimethyl-N'-(4-dimethylaminobutyl)-N'-(4,6-dimethyl-2-pyridyl)urea). As a reaction SMILES: [CH3:1][N:2]([CH3:16])[CH2:3][CH2:4][CH2:5][CH2:6][NH:7][C:8]1[CH:13]=[C:12]([CH3:14])[CH:11]=[C:10]([CH3:15])[N:9]=1.[H-].[Na+].[CH3:19][N:20]([CH3:24])[C:21](Cl)=[O:22]>C1(C)C=CC=CC=1>[CH3:19][N:20]([CH3:24])[C:21]([N:7]([CH2:6][CH2:5][CH2:4][CH2:3][N:2]([CH3:1])[CH3:16])[C:8]1[CH:13]=[C:12]([CH3:14])[CH:11]=[C:10]([CH3:15])[N:9]=1)=[O:22] |f:1.2|. Reported procedure: To 2-(4-dimethylaminobutylamino)-4,6-dimethylpyridine (3.7 g. 0.00168 mole) dissolved in toluene (150 ml) is added sodium hydride in mineral oil (50%) (0.96 g., 0.002 mole. The mixture is refluxed with stirring under nitrogen for 31/2 hours, cooled to 35°, and dimethylcarbamoyl chloride (2.15 g., 0.002 mole) in toluene (25 ml) is added. The mixture is then refluxed for 18 hours, cooled and extracted with dilute hydrochloric acid. The aqueous extracts are made alkaline with 10 N sodium hydroxide ... The reactants are C(C=CC1=CC=CC=C1)O[C@H]1C[C@@H](O[C@@H]1COC(C1=CC=CC=C1)(C1=CC=CC=C1)C1=CC=CC=C1)N1C(=O)NC(=O)C(=C1)F (2'-deoxy-3'-O-cinnamyl-5-fluoro-5'-O-trityluridine). The reagents and catalysts are [C].[Pd] (palladium-carbon). Solvent: CO (methanol). Conditions: time 1 hour. Product: FC=1C(NC(N([C@H]2C[C@H](OCCCC3=CC=CC=C3)[C@@H](CO)O2)C1)=O)=O (2'-deoxy-5-fluoro-3'-O-(3-phenylpropyl)uridine). Reaction SMILES: [CH2:1]([O:10][C@@H:11]1[C@@H:15]([CH2:16][O:17]C(C2C=CC=CC=2)(C2C=CC=CC=2)C2C=CC=CC=2)[O:14][C@@H:13]([N:37]2[CH:44]=[C:43]([F:45])[C:41](=[O:42])[NH:40][C:38]2=[O:39])[CH2:12]1)[CH:2]=[CH:3][C:4]1[CH:9]=[CH:8][CH:7]=[CH:6][CH:5]=1>CO.[C].[Pd]>[F:45][C:43]1[C:41](=[O:42])[NH:40][C:38](=[O:39])[N:37]([CH:44]=1)[C@@H:13]1[O:14][C@H:15]([CH2:16][OH:17])[C@@H:11]([O:10][CH2:1][CH2:2][CH2:3][C:4]2[CH:9]=[CH:8][CH:7]=[CH:6][CH:5]=2)[CH2:12]1 |f:2.3|. Procedure details: To a solution of 500 mg of the 2'-deoxy-3'-O-cinnamyl-5-fluoro-5'-O-trityluridine prepared in Reference Example 143 in 30 ml of methanol was added 50 mg of 5% palladium-carbon, and the catalytic reduction was conducted at room temperature for 1 hour.